Dataset: the Open Reaction Database (ORD), a public repository of structured organic reaction records. Task: describe an organic reaction: reactants, conditions, products, and yield The reactants are C(CCCCCCCCCC)C1=CC=C(C=C1)CC(=O)OCC (ethyl 4-undecylphenylacetate), Cl (hydrochloric acid), [OH-].[Na+] (sodium hydroxide). Solvent: CO (methanol), O1CCCC1 (tetrahydrofuran). Run at temperature 50 celsius, time 20 minute. Yields the product C(CCCCCCCCCC)C1=CC=C(C=C1)CC(=O)O (4-undecylphenylacetic acid). The yield is 26.9%. Reaction SMILES: [CH2:1]([C:12]1[CH:17]=[CH:16][C:15]([CH2:18][C:19]([O:21]CC)=[O:20])=[CH:14][CH:13]=1)[CH2:2][CH2:3][CH2:4][CH2:5][CH2:6][CH2:7][CH2:8][CH2:9][CH2:10][CH3:11].[OH-].[Na+].Cl>CO.O1CCCC1>[CH2:1]([C:12]1[CH:13]=[CH:14][C:15]([CH2:18][C:19]([OH:21])=[O:20])=[CH:16][CH:17]=1)[CH2:2][CH2:3][CH2:4][CH2:5][CH2:6][CH2:7][CH2:8][CH2:9][CH2:10][CH3:11] |f:1.2|. Procedure: To the solution of ethyl 4-undecylphenylacetate (7.2 g, 0.023 mol) in a mixture of methanol (40 ml) and tetrahydrofuran (40 ml) was added sodium hydroxide (2.2 g, 0.055 mol) and stirred at 50° C. for 20 minutes. The reaction mixture was adjusted to pH 4 with 2N hydrochloric acid after concentration. The resultant mixture was extracted with ethyl acetate, and the organic layer was washed with water, dried and concentrated under reduced pressure. The resulting crude crystals were recrystallized fr... The reactants are CS(=O)(=O)OC(COC(c1ccccc1)(c1ccccc1)c1ccccc1)CC1c2ccccc2Oc2ccc(F)cc2C1N=[N+]=[N-], CO. The product is CS(=O)(=O)OC(CO)CC1c2ccccc2Oc2ccc(F)cc2C1N=[N+]=[N-]. RXN SMILES: [CH3:1][S:2](=[O:3])(=[O:4])[O:5][CH:6]([CH2:7][CH:8]1[CH:9]([N:24]=[N+:25]=[N-:26])[c:10]2[c:11]([cH:19][cH:20][c:21]([F:23])[cH:22]2)[O:12][c:13]2[c:14]1[cH:15][cH:16][cH:17][cH:18]2)[CH2:27][O:28][C:29]([c:30]1[cH:31][cH:32][cH:33][cH:34][cH:35]1)([c:36]1[cH:37][cH:38][cH:39][cH:40][cH:41]1)[c:42]1[cH:43][cH:44][cH:45][cH:46][cH:47]1.[CH3:48][OH:49]>>[CH3:1][S:2](=[O:3])(=[O:4])[O:5][CH:6]([CH2:7][CH:8]1[CH:9]([N:24]=[N+:25]=[N-:26])[c:10]2[c:11]([cH:19][cH:20][c:21]([F:23])[cH:22]2)[O:12][c:13]2[c:14]1[cH:15][cH:16][cH:17][cH:18]2)[CH2:27][OH:28]. The reactants are C(C)(=O)C=1C(=NC(=C(C1)C1=CC=C(C=C1)Cl)C1=C(C=CC=C1)Cl)OCC(C(C)(C)C)=O (1-{[3-Acetyl-6-(2-chlorophenyl)-5-(4-chlorophenyl)pyridin-2-yl]oxy}-3,3-dimethylbutan-2-one), N12CCCCCC2=NCCC1 (1,8-diazabicyclo[5.4.0]undec-7-ene). The solvent is CN(C)C=O (DMF). Reaction conditions: temperature 150 celsius. Product: ClC1=C(C=CC=C1)C1=C(C=C2C(=N1)OC(=C2C)C(C(C)(C)C)=O)C2=CC=C(C=C2)Cl (1-[6-(2-Chlorophenyl)-5-(4-chlorophenyl)-3-methylfuro[2,3-b]pyridin-2-yl]-2,2-dimethylpropan-1-one). Reaction SMILES: [C:1]([C:4]1[C:5]([O:24][CH2:25][C:26](=[O:31])[C:27]([CH3:30])([CH3:29])[CH3:28])=[N:6][C:7]([C:17]2[CH:22]=[CH:21][CH:20]=[CH:19][C:18]=2[Cl:23])=[C:8]([C:10]2[CH:15]=[CH:14][C:13]([Cl:16])=[CH:12][CH:11]=2)[CH:9]=1)(=O)[CH3:2].N12CCCN=C1CCCCC2>CN(C=O)C>[Cl:23][C:18]1[CH:19]=[CH:20][CH:21]=[CH:22][C:17]=1[C:7]1[N:6]=[C:5]2[O:24][C:25]([C:26](=[O:31])[C:27]([CH3:29])([CH3:30])[CH3:28])=[C:1]([CH3:2])[C:4]2=[CH:9][C:8]=1[C:10]1[CH:15]=[CH:14][C:13]([Cl:16])=[CH:12][CH:11]=1. Reported procedure: A mixture of 0.432 g (0.95 mmol) of the product of Step B, 250 A (1.67 mmol) of 1,8-diazabicyclo[5.4.0]undec-7-ene (DBU) in 2 mL DMF was placed in a 10 mL reaction tube of a CEM Corporation Discover 300 Watt microwave reactor. The reaction vessel was sealed, placed in the microwave reactor and heated at 150° C. for 10 min. After the reaction mixture had cooled to room temperature, it was partitioned between EtOAc and 10% aq. NaHSO4 and extracted. The organic layer was washed with 10% aq. NaHSO4,... As a reaction SMILES: [H-].[H-].[H-].[H-].[Li+].[Al+3].[CH2:7]([C:9]1[CH:14]=[CH:13][C:12]([C:15]2[CH:19]=[C:18]([CH3:20])[S:17][C:16]=2[CH2:21][O:22][C:23]2[CH:28]=[CH:27][C:26]([CH2:29][CH2:30][C:31](OCC)=[O:32])=[C:25]([F:36])[C:24]=2[F:37])=[CH:11][CH:10]=1)[CH3:8]>>[CH2:7]([C:9]1[CH:10]=[CH:11][C:12]([C:15]2[CH:19]=[C:18]([CH3:20])[S:17][C:16]=2[CH2:21][O:22][C:23]2[CH:28]=[CH:27][C:26]([CH2:29][CH2:30][CH2:31][OH:32])=[C:25]([F:36])[C:24]=2[F:37])=[CH:13][CH:14]=1)[CH3:8] |f:0.1.2.3.4.5|. Procedure: The title compound was prepared according to the procedure described in Example 223 by LAH reduction of ethyl 3-(4-((3-(4-ethylphenyl)-5-methylthiophen-2-yl)methoxy)-2,3-difluoro phenyl)propanoate to give the desired product as off-white oil. 1H NMR (400 MHz, CDCl3) δ 7.35 (d, J=7.0 Hz, 2H), 7.24 (d, J=7.1 Hz, 2H), 6.78 (s, 1H), 6.72 (m, J=5.8 Hz, 1H), 6.62 (m, J=7.2 Hz, 1H), 5.11 (s, 2H), 3.72 (t, J=8.1 Hz, 2H), 2.72 (m, J=5.2 Hz, 2H), 2.65 (m, J=7.5 Hz, 2H), 2.49 (s, 3H), 1.82 (m, J=5.8 Hz, 2H... Product: C(C)C1=CC=C(C=C1)C1=C(SC(=C1)C)COC1=C(C(=C(C=C1)CCCO)F)F (3-(4-((3-(4-ethylphenyl)-5-methylthiophen-2-yl)methoxy)-2,3-difluorophenyl)propan-1-ol). Starting materials: [H-].[H-].[H-].[H-].[Li+].[Al+3] (LAH), C(C)C1=CC=C(C=C1)C1=C(SC(=C1)C)COC1=C(C(=C(C=C1)CCC(=O)OCC)F)F (ethyl 3-(4-((3-(4-ethylphenyl)-5-methylthiophen-2-yl)methoxy)-2,3-difluoro phenyl)propanoate).